The task is: describe an organic reaction: reactants, conditions, products, and yield. This data is from the Open Reaction Database (ORD), a public repository of structured organic reaction records. Starting materials: ClC1=C(C=CC(=C1)Cl)C(C1=NC2=C(N1CCNC(OC(C)(C)C)=O)C(=CC=C2)N(CC)CC)O (tert-butyl (2-{2-[(2,4-dichlorophenyl)(hydroxy)methyl]-7-(diethylamino)-1H-benzimidazol-1-yl}ethyl)carbamate). The reagents and catalysts are [O-2].[Mn+4].[O-2] (manganese(IV) oxide). Run in O1CCCC1 (tetrahydrofuran). Reaction conditions: time 4 hour. Product: ClC1=C(C=CC(=C1)Cl)C(=O)C1=NC2=C(N1CCNC(OC(C)(C)C)=O)C(=CC=C2)N(CC)CC (tert-Butyl (2-{2-[(2,4-dichlorophenyl)carbonyl]-7-(diethylamino)-1H-benzimidazol-1-yl}ethyl)carbamate). Isolated yield 81.2%. RXN SMILES: [Cl:1][C:2]1[CH:7]=[C:6]([Cl:8])[CH:5]=[CH:4][C:3]=1[CH:9]([OH:34])[C:10]1[N:14]([CH2:15][CH2:16][NH:17][C:18](=[O:24])[O:19][C:20]([CH3:23])([CH3:22])[CH3:21])[C:13]2[C:25]([N:29]([CH2:32][CH3:33])[CH2:30][CH3:31])=[CH:26][CH:27]=[CH:28][C:12]=2[N:11]=1>O1CCCC1.[O-2].[Mn+4].[O-2]>[Cl:1][C:2]1[CH:7]=[C:6]([Cl:8])[CH:5]=[CH:4][C:3]=1[C:9]([C:10]1[N:14]([CH2:15][CH2:16][NH:17][C:18](=[O:24])[O:19][C:20]([CH3:23])([CH3:22])[CH3:21])[C:13]2[C:25]([N:29]([CH2:32][CH3:33])[CH2:30][CH3:31])=[CH:26][CH:27]=[CH:28][C:12]=2[N:11]=1)=[O:34] |f:2.3.4|. Procedure: A mixture of tert-butyl (2-{2-[(2,4-dichlorophenyl)(hydroxy)methyl]-7-(diethylamino)-1H-benzimidazol-1-yl}ethyl)carbamate (500 mg, 0.985 mmol) and manganese(IV) oxide (856 mg, 9.85 mmol) in tetrahydrofuran (5 mL) was stirred at room temperature for 4 h, filtered and concentrated in vacuo. The residue was purified by column chromatography on silica gel eluting with a 0-20% ethyl acetate/n-hexane gradient mixture to give a yellow amorphous solid (404 mg, 0.800 mmol, 81%). Reactants: [OH-].[Na+] (sodium hydroxide), N1(CCCCC1)CCCOC1=CC=C(C=O)C=C1 (4-(3-Piperidin-1-yl-propoxy)-benzaldehyde), CNCCC1=CC=CC=C1 (methyl-phenethyl-amine), C(C)(=O)O[BH-](OC(C)=O)OC(C)=O.[Na+] (sodium triacetoxyborohydride), C(Cl)Cl (DCM). Run in C(C)(=O)O (acetic acid). Run at time 16 hour. Product: N.C(Cl)Cl (ammonia DCM), CN(CC1=CC=C(C=C1)OCCCN1CCCCC1)CCC1=CC=CC=C1 (Methyl-phenethyl-[4-(3-piperidin-1-yl-propoxy)-benzyl]-amine). Yield: 1.0%. Reaction SMILES: [N:1]1([CH2:7][CH2:8][CH2:9][O:10][C:11]2[CH:18]=[CH:17][C:14]([CH:15]=O)=[CH:13][CH:12]=2)[CH2:6][CH2:5][CH2:4][CH2:3][CH2:2]1.[CH3:19][NH:20][CH2:21][CH2:22][C:23]1[CH:28]=[CH:27][CH:26]=[CH:25][CH:24]=1.C(O[BH-](OC(=O)C)OC(=O)C)(=O)C.[Na+].[OH-].[Na+].[CH2:45]([Cl:47])[Cl:46]>C(O)(=O)C>[NH3:1].[CH2:45]([Cl:47])[Cl:46].[CH3:19][N:20]([CH2:21][CH2:22][C:23]1[CH:28]=[CH:27][CH:26]=[CH:25][CH:24]=1)[CH2:15][C:14]1[CH:17]=[CH:18][C:11]([O:10][CH2:9][CH2:8][CH2:7][N:1]2[CH2:6][CH2:5][CH2:4][CH2:3][CH2:2]2)=[CH:12][CH:13]=1 |f:2.3,4.5,8.9|. Reported procedure: A solution of the product of Example 9 (208 mg), methyl-phenethyl-amine (113 mg), and acetic acid (0.05 mL) in DCM (3 mL) was treated with sodium triacetoxyborohydride (290 mg). After 16 h, the resulting mixture was treated with 10% sodium hydroxide (5 mL) and extracted with DCM (3×10 mL). The combined organic phases were dried (sodium sulfate) and evaporated. Chromatography of the residue (1-5% 2 M methanolic ammonia/DCM) gave the title compound as a colorless oil (300 mg). 1H NMR (400 MHz, CDC...